From a dataset of the Open Reaction Database (ORD), a public repository of structured organic reaction records. describe an organic reaction: reactants, conditions, products, and yield Starting materials: CCCN(CCCCOCc1ccccc1)C(=O)c1cc(C)cc(C(=O)OCC)c1, C1CCOC1, CCO, Cl, [Li+], [OH-], O. Yields the product CCCN(CCCCOCc1ccccc1)C(=O)c1cc(C)cc(C(=O)O)c1. Reaction SMILES: [CH2:1]([c:2]1[cH:3][cH:4][cH:5][cH:6][cH:7]1)[O:8][CH2:9][CH2:10][CH2:11][CH2:12][N:13]([C:14](=[O:15])[c:16]1[cH:17][c:18]([C:19](=[O:20])[O:21][CH2:22][CH3:23])[cH:24][c:25]([CH3:27])[cH:26]1)[CH2:28][CH2:29][CH3:30].[CH2:34]1[O:35][CH2:36][CH2:37][CH2:38]1.[CH3:39][CH2:40][OH:41].[ClH:33].[Li+:31].[OH-:32].[OH2:42]>>[CH2:1]([c:2]1[cH:3][cH:4][cH:5][cH:6][cH:7]1)[O:8][CH2:9][CH2:10][CH2:11][CH2:12][N:13]([C:14](=[O:15])[c:16]1[cH:17][c:18]([C:19](=[O:20])[OH:21])[cH:24][c:25]([CH3:27])[cH:26]1)[CH2:28][CH2:29][CH3:30]. The reactants are Cn1c(C(F)(F)F)cc(=O)n(-c2cc(Oc3ccc(OCc4ccccc4)cc3)c([N+](=O)[O-])cc2F)c1=O, CC(=O)O, [Fe], O. The product is Cn1c(C(F)(F)F)cc(=O)n(-c2cc(Oc3ccc(OCc4ccccc4)cc3)c(N)cc2F)c1=O. Reaction SMILES: [CH2:2]([c:3]1[cH:4][cH:5][cH:6][cH:7][cH:8]1)[O:9][c:10]1[cH:11][cH:12][c:13]([O:14][c:15]2[c:16]([N+:35]([O-:36])=[O:37])[cH:17][c:18]([F:34])[c:19](-[n:21]3[c:22](=[O:33])[n:23]([CH3:32])[c:24]([C:28]([F:29])([F:30])[F:31])[cH:25][c:26]3=[O:27])[cH:20]2)[cH:38][cH:39]1.[CH3:40][C:41](=[O:42])[OH:43].[Fe:44].[OH2:1]>>[CH2:2]([c:3]1[cH:4][cH:5][cH:6][cH:7][cH:8]1)[O:9][c:10]1[cH:11][cH:12][c:13]([O:14][c:15]2[c:16]([NH2:35])[cH:17][c:18]([F:34])[c:19](-[n:21]3[c:22](=[O:33])[n:23]([CH3:32])[c:24]([C:28]([F:29])([F:30])[F:31])[cH:25][c:26]3=[O:27])[cH:20]2)[cH:38][cH:39]1. Product: CCC(Nc1ccc(Br)cc1[N+](=O)[O-])C(=O)O. Reactants: O=[N+]([O-])c1cc(Br)ccc1F, CCC(Nc1ccc(F)cc1[N+](=O)[O-])C(=O)O, CCC(N)C(=O)O. As a reaction SMILES: [Br:1][c:2]1[cH:3][cH:4][c:5]([F:11])[c:6]([N+:8](=[O:9])[O-:10])[cH:7]1.[F:19][c:20]1[cH:21][cH:22][c:23]([NH:24][CH:25]([CH2:26][CH3:27])[C:28]([OH:29])=[O:30])[c:31]([N+:32]([O-:33])=[O:34])[cH:35]1.[NH2:12][CH:13]([C:14](=[O:15])[OH:16])[CH2:17][CH3:18]>>[Br:1][c:2]1[cH:3][cH:4][c:5]([NH:12][CH:13]([C:14](=[O:15])[OH:16])[CH2:17][CH3:18])[c:6]([N+:8](=[O:9])[O-:10])[cH:7]1. Starting materials: Br, CCOC(C)=O, CC(=O)O, Cl[Cu]Cl, O=N[O-], COC(=O)c1ccc(C(=O)O)cc1N, [Na+]. Product: COC(=O)c1ccc(C(=O)O)cc1Br. RXN SMILES: [BrH:25].[CH3:19][CH2:20][O:21][C:22](=[O:23])[CH3:24].[CH3:26][C:27](=[O:28])[OH:29].[Cu:30]([Cl:31])[Cl:32].[N:15]([O-:16])=[O:17].[NH2:1][c:2]1[cH:3][c:4]([C:5](=[O:6])[OH:7])[cH:8][cH:9][c:10]1[C:11](=[O:12])[O:13][CH3:14].[Na+:18]>>[c:2]1([Br:25])[cH:3][c:4]([C:5](=[O:6])[OH:7])[cH:8][cH:9][c:10]1[C:11](=[O:12])[O:13][CH3:14].